This data is from the Open Reaction Database (ORD), a public repository of structured organic reaction records. The task is: describe an organic reaction: reactants, conditions, products, and yield The reactants are 6, OC1=C(C=CC=C1)/C=C(/C(=O)O)\C ((E)-3-(2-hydroxy-phenyl)-2-methyl-acrylic acid), CC(C)=CCCC(C)CCO (citronellol), C1(=CC=C(C=C1)S(=O)(=O)O)C (p-toluene-sulfonic acid), O (water). Solvent: C1CCCCC1 (cyclohexane), CCCCCC (hexane). The product is CC(CCOC(\C(=C\C1=C(C=CC=C1)O)\C)=O)CCC=C(C)C ((E)-3-(2-Hydroxy-phenyl)-2-methyl-acrylic acid 3,7 dimethyl-oct-6-enyl ester). RXN SMILES: [OH:1][C:2]1[CH:7]=[CH:6][CH:5]=[CH:4][C:3]=1/[CH:8]=[C:9](\[CH3:13])/[C:10]([OH:12])=[O:11].[CH3:14][C:15](=[CH:17][CH2:18][CH2:19][CH:20]([CH2:22][CH2:23]O)[CH3:21])[CH3:16].C1(C)C=CC(S(O)(=O)=O)=CC=1.O>C1CCCCC1.CCCCCC>[CH3:21][CH:20]([CH2:19][CH2:18][CH:17]=[C:15]([CH3:16])[CH3:14])[CH2:22][CH2:23][O:11][C:10](=[O:12])/[C:9](/[CH3:13])=[CH:8]/[C:3]1[CH:4]=[CH:5][CH:6]=[CH:7][C:2]=1[OH:1]. Procedure details: A solution of 6 0 g of (E)-3-(2-hydroxy-phenyl)-2-methyl-acrylic acid, 5.3 g of citronellol and 1 g of p-toluene-sulfonic acid in 150 ml of cyclohexane was refluxed for 6.5 hours using a water separator. Then the reaction mixture was cooled down, diluted with hexane and washed to neutrality with saturated sodium bicarbonate and water. The organic phase was dried, filtered and evaporated to dryness. The resulting yellow oil was purified by chromatography to yield 6.45 g of a colourless oil. Starting materials: C(=O)C=1C=C2C(=C(C=NC2=CC1)C#N)OC(C(F)(F)F)C(F)(F)F (6-formyl-4-(2,2,2-trifluoro-1-trifluoromethyl-ethoxy)-quinoline-3-carbonitrile), COC=1C=CC(=CC1OC2CCCC2)/C=C\3/C(=O)NC(=N)S3 (pseudothiohydantoin), C(C)(=O)[O-].[Na+] (sodium acetate). Solvent: C(C)(=O)O (acetic acid). Product: NC=1S\C(\C(N1)=O)=C/C=1C=C2C(=C(C=NC2=CC1)C#N)OC(C(F)(F)F)C(F)(F)F (6-[2-amino-4-oxo-4H-thiazol-(5Z)-ylidenemethyl]-4-(2,2,2-trifluoro-1-trifluoromethyl-ethoxy)-quinoline-3-carbonitrile). Reaction SMILES: C([C:3]1[CH:4]=[C:5]2[C:10](=[CH:11][CH:12]=1)[N:9]=[CH:8][C:7]([C:13]#[N:14])=[C:6]2[O:15][CH:16]([C:21]([F:24])([F:23])[F:22])[C:17]([F:20])([F:19])[F:18])=O.COC1C=CC(/[CH:39]=[C:40]2/[C:41]([NH:43][C:44]([S:46]/2)=[NH:45])=[O:42])=CC=1OC1CCCC1.C([O-])(=O)C.[Na+]>C(O)(=O)C>[NH2:45][C:44]1[S:46]/[C:40](=[CH:39]\[C:3]2[CH:4]=[C:5]3[C:10](=[CH:11][CH:12]=2)[N:9]=[CH:8][C:7]([C:13]#[N:14])=[C:6]3[O:15][CH:16]([C:17]([F:20])([F:18])[F:19])[C:21]([F:22])([F:23])[F:24])/[C:41](=[O:42])[N:43]=1 |f:2.3|. Procedure details: Similar procedure as described in example 38 was used, starting from 6-formyl-4-(2,2,2-trifluoro-1-trifluoromethyl-ethoxy)-quinoline-3-carbonitrile (example 45b), pseudothiohydantoin, sodium acetate and acetic acid to give 6-[2-amino-4-oxo-4H-thiazol-(5Z)-ylidenemethyl]-4-(2,2,2-trifluoro-1-trifluoromethyl-ethoxy)-quinoline-3-carbonitrile. LC-MS m/e 447 (MH+). Starting materials: ClC=1C=C(N)C=CC1OCC1=C(C=CC=C1)F (3-chloro4-(2-fluoro-benzyloxy)aniline), ClC1=NC=NC2=CC=C(C=C12)C=1OC(=NN1)C (4-chloro-6-(5-methyl-1,3,4-oxadiazol-2-yl)-quinazoline). Product: Cl.ClC=1C=C(C=CC1OCC1=C(C=CC=C1)F)NC1=NC=NC2=CC=C(C=C12)C=1OC(=NN1)C ((3-Chloro-4-(2-fluoro-benzyloxy)-phenyl)-(6-(5-methyl-1,3,4-oxadiazol-2-yl)-quinazolin-4-yl)-amine hydrochloride). As a reaction SMILES: [Cl:1][C:2]1[CH:3]=[C:4]([CH:6]=[CH:7][C:8]=1[O:9][CH2:10][C:11]1[CH:16]=[CH:15][CH:14]=[CH:13][C:12]=1[F:17])[NH2:5].Cl[C:19]1[C:28]2[C:23](=[CH:24][CH:25]=[C:26]([C:29]3[O:30][C:31]([CH3:34])=[N:32][N:33]=3)[CH:27]=2)[N:22]=[CH:21][N:20]=1>>[ClH:1].[Cl:1][C:2]1[CH:3]=[C:4]([NH:5][C:19]2[C:28]3[C:23](=[CH:24][CH:25]=[C:26]([C:29]4[O:30][C:31]([CH3:34])=[N:32][N:33]=4)[CH:27]=3)[N:22]=[CH:21][N:20]=2)[CH:6]=[CH:7][C:8]=1[O:9][CH2:10][C:11]1[CH:16]=[CH:15][CH:14]=[CH:13][C:12]=1[F:17] |f:2.3|. Reported procedure: The title compound was prepared according to Procedure A from 3-chloro4-(2-fluoro-benzyloxy)aniline and 4-chloro-6-(5-methyl-1,3,4-oxadiazol-2-yl)-quinazoline; δH [2H6]DMSO 11.64(1H,bs), 9.40(1H,s), 8.97(1H,s), 8.58(1H,d), 8.11(1H,d), 7.94(1H,d), 7.71(1H,dd), 7.63(1H,dd), 7.45(2H,m), 7.30(2H,m), 5.31 (2H,s), 2.68(3H,s); m/z (M+1+) 462. Starting materials: CCN=C=NCCCN(C)C, CN(C)C=O, Cl, COc1ccc(CC2SC(=O)NC2=O)cc1C(=O)O, O, NCc1ccccn1. Yields the product COc1ccc(CC2SC(=O)NC2=O)cc1C(=O)NCc1ccccn1. Reaction SMILES: [CH3:29][N:30]([CH3:31])[CH2:32][CH2:33][CH2:34][N:35]=[C:36]=[N:37][CH2:38][CH3:39].[CH3:40][N:41]([CH3:42])[CH:43]=[O:44].[ClH:28].[O:1]=[C:2]1[S:3][CH:4]([CH2:8][c:9]2[cH:10][cH:11][c:12]([O:18][CH3:19])[c:13]([C:14](=[O:15])[OH:16])[cH:17]2)[C:5](=[O:7])[NH:6]1.[OH2:45].[c:20]1([CH2:26][NH2:27])[cH:21][cH:22][cH:23][cH:24][n:25]1>>[O:1]=[C:2]1[S:3][CH:4]([CH2:8][c:9]2[cH:10][cH:11][c:12]([O:18][CH3:19])[c:13]([C:14](=[O:16])[NH:27][CH2:26][c:20]3[cH:21][cH:22][cH:23][cH:24][n:25]3)[cH:17]2)[C:5](=[O:7])[NH:6]1. Starting materials: COC(=O)C=1C(=C2C=C(C(N(C2=CN1)[C@@H](C)C1=CC=CC=C1)=O)C1=CC=CC=C1)O ((S)-5-hydroxy-2-oxo-3-phenyl-1-(1-phenyl-ethyl)-1,2-dihydro-[1,7]naphthyridine-6-carboxylic acid methyl ester), NCCCC(=O)O (4-aminobutyric acid), C[O-].[Na+] (NaOMe). Run in C(=O)(O)[O-].[Na+] (NaHCO3). The product is OC1=C2C=C(C(N(C2=CN=C1C(=O)NCCCC(=O)O)[C@@H](C)C1=CC=CC=C1)=O)C1=CC=CC=C1 ((S)-4-{[5-Hydroxy-2-oxo-3-phenyl-1-(1-phenyl-ethyl)-1,2-dihydro-[1,7]naphthyridine-6-carbonyl]-amino}-butyric acid). Isolated yield 36.1%. Reaction SMILES: CO[C:3]([C:5]1[C:6]([OH:30])=[C:7]2[C:12](=[CH:13][N:14]=1)[N:11]([C@H:15]([C:17]1[CH:22]=[CH:21][CH:20]=[CH:19][CH:18]=1)[CH3:16])[C:10](=[O:23])[C:9]([C:24]1[CH:29]=[CH:28][CH:27]=[CH:26][CH:25]=1)=[CH:8]2)=[O:4].[NH2:31][CH2:32][CH2:33][CH2:34][C:35]([OH:37])=[O:36].C[O-].[Na+]>C([O-])(O)=O.[Na+]>[OH:30][C:6]1[C:5]([C:3]([NH:31][CH2:32][CH2:33][CH2:34][C:35]([OH:37])=[O:36])=[O:4])=[N:14][CH:13]=[C:12]2[C:7]=1[CH:8]=[C:9]([C:24]1[CH:25]=[CH:26][CH:27]=[CH:28][CH:29]=1)[C:10](=[O:23])[N:11]2[C@H:15]([C:17]1[CH:22]=[CH:21][CH:20]=[CH:19][CH:18]=1)[CH3:16] |f:2.3,4.5|. Procedure details: A mixture of (S)-5-hydroxy-2-oxo-3-phenyl-1-(1-phenyl-ethyl)-1,2-dihydro-[1,7]naphthyridine-6-carboxylic acid methyl ester (40 mg, 0.1 mmol), 4-aminobutyric acid (825 mg, 8.0 mmol) and NaOMe solution (12 mL, 6.0 mmol, 0.5 M in MeOH) was refluxed for 16 h. After the mixture was cooled to r.t., the solvent was evaporated in vacuo. The residue was partitioned between EtOAc and water. 1 M HCl was added with vigorous stirring until pH was about 3. The aqueous layer was extracted with additional EtOAc... The reactants are nucleic acid, CC1(OC[C@@H](O1)CCO)C ((S)-2-(2,2-dimethyl-1,3-dioxolan-4-yl)ethanol), OC1=CC=C(C=O)C=C1 (4-hydroxybenzaldehyde), OC1=CC=C(C2=CC=CC=C12)C=O (4-hydroxy-1-naphthaldehyde), CCOC(=O)/N=N/C(=O)OCC (DEAD), C1=CC=C(C=C1)P(C2=CC=CC=C2)C3=CC=CC=C3 (Ph3P). Solvent: C1CCOC1 (THF), C(C)(=O)O (acetic acid). Yields the product C1=CC=CC=2C3=CC=CC=C3C(C(C12)=O)=O (phenanthrene-9,10-dione), C(C)(=O)[O-].[NH4+] (ammonium acetate). Reaction SMILES: [CH3:1][C:2]1(C)[O:6][C@@H:5]([CH2:7][CH2:8]O)[CH2:4][O:3]1.OC1C=CC(C=O)=CC=1.O[C:21]1[C:30]2[C:25](=[CH:26][CH:27]=[CH:28][CH:29]=2)[C:24](C=O)=[CH:23][CH:22]=1.CCOC(/[N:38]=N/C(OCC)=O)=O.C1C=CC(P(C2C=CC=CC=2)C2C=CC=CC=2)=CC=1>C(O)(=O)C.C1COCC1>[CH:8]1[C:7]2[C:5](=[O:6])[C:4](=[O:3])[C:30]3[C:25](=[CH:24][CH:23]=[CH:22][CH:21]=3)[C:26]=2[CH:27]=[CH:28][CH:29]=1.[C:2]([O-:6])(=[O:3])[CH3:1].[NH4+:38] |f:8.9|. Procedure: The synthetic route toward the intercalating nucleic acid monomers (6a,b) is shown in FIG. 1. The key intermediates 3a,b were synthesized from (S)-2-(2,2-dimethyl-1,3-dioxolan-4-yl)ethanol (1) by reaction with 4-hydroxybenzaldehyde (2a) or 4-hydroxy-1-naphthaldehyde (2b) under Mitsunobu conditions32 (DEAD, THF, and Ph3P) in high yields 81% and 92%, respectively (FIG. 1). Subsequent treatment of 3a,b with phenanthrene-9,10-dione (4) and ammonium acetate in hot glacial acetic acid afforded the mon... Starting materials: ClC1=C(C=CC=C1Cl)N1CCN(CC1)CCCNC(=O)C1=C(N(C(=C1OC)C1=CC=CC=C1)C)C (N-(3-(4-(2,3-dichlorophenyl)piperazin-1-yl)propyl)-4-methoxy-1,2-dimethyl-5-phenyl-1H-pyrrole-3-carboxamide), B(Br)(Br)Br (BBr3), C(Cl)Cl (DCM). Reaction conditions: temperature 0 celsius. Yields the product ClC1=C(C=CC=C1Cl)N1CCN(CC1)CCCNC(=O)C1=C(N(C(=C1O)C1=CC=CC=C1)C)C (N-(3-(4-(2,3-Dichlorophenyl)piperazin-1-yl)propyl)-4-hydroxy-1,2-dimethyl-5-phenyl-1H-pyrrole-3-carboxamide). The yield is 24.3%. RXN SMILES: [Cl:1][C:2]1[C:7]([Cl:8])=[CH:6][CH:5]=[CH:4][C:3]=1[N:9]1[CH2:14][CH2:13][N:12]([CH2:15][CH2:16][CH2:17][NH:18][C:19]([C:21]2[C:25]([O:26]C)=[C:24]([C:28]3[CH:33]=[CH:32][CH:31]=[CH:30][CH:29]=3)[N:23]([CH3:34])[C:22]=2[CH3:35])=[O:20])[CH2:11][CH2:10]1.B(Br)(Br)Br.C(Cl)Cl>>[Cl:1][C:2]1[C:7]([Cl:8])=[CH:6][CH:5]=[CH:4][C:3]=1[N:9]1[CH2:10][CH2:11][N:12]([CH2:15][CH2:16][CH2:17][NH:18][C:19]([C:21]2[C:25]([OH:26])=[C:24]([C:28]3[CH:29]=[CH:30][CH:31]=[CH:32][CH:33]=3)[N:23]([CH3:34])[C:22]=2[CH3:35])=[O:20])[CH2:13][CH2:14]1. Procedure: To a solution of N-(3-(4-(2,3-dichlorophenyl)piperazin-1-yl)propyl)-4-methoxy-1,2-dimethyl-5-phenyl-1H-pyrrole-3-carboxamide (375 mg, 0.60 mmol) was added BBr3 (0.77 ml, 17% in DCM) slowly at 0° C. After stirring at 0° C. for 2˜3 hours, the mixture was quenched with saturated sodium bicarbonate solution and extracted with DCM (50 mL) MeI (2.13 mL, 34.2 mmol). The organic phase was dried over MgSO4 and evaporated under vacuum. The residue was further purified by prep HPLC (Gilson, C18 column) to ...